Dataset: the Open Reaction Database (ORD), a public repository of structured organic reaction records. Task: describe an organic reaction: reactants, conditions, products, and yield Reactants: FC(C(=O)[O-])(C1=NC=C(C=C1)F)F.[Na+] (sodium 2,2-difluoro-2-(5-fluoropyridin-2-yl)acetate), NC1=C(C(=O)N)C=CC=C1F (2-amino-3-fluorobenzamide), polyphosphoric acid. Solvent: O (water). Reaction conditions: temperature 115 celsius. The product is FC(C1=NC2=C(C=CC=C2C(N1)=O)F)(C1=NC=C(C=C1)F)F (2-(difluoro(5-fluoropyridin-2-yl)methyl)-8-fluoroquinazolin-4(3H)-one). The yield is 97.0%. RXN SMILES: [F:1][C:2]([F:13])([C:6]1[CH:11]=[CH:10][C:9]([F:12])=[CH:8][N:7]=1)[C:3]([O-])=O.[Na+].[NH2:15][C:16]1[C:24]([F:25])=[CH:23][CH:22]=[CH:21][C:17]=1[C:18]([NH2:20])=[O:19]>O>[F:1][C:2]([F:13])([C:6]1[CH:11]=[CH:10][C:9]([F:12])=[CH:8][N:7]=1)[C:3]1[NH:20][C:18](=[O:19])[C:17]2[C:16](=[C:24]([F:25])[CH:23]=[CH:22][CH:21]=2)[N:15]=1 |f:0.1|. Procedure details: Sodium 2,2-difluoro-2-(5-fluoropyridin-2-yl)acetate from Example 2 Step B (51 mg, 0.24 mmol) and 2-amino-3-fluorobenzamide (31 mg, 0.2 mmol) were combined with polyphosphoric acid (1.0 g) and the mixture was heated at 115° C. for 20 h with vigorous stirring. The mixture was allowed to cool to rt, then water (3 mL) was added, resulting in a precipitate that was separated washing with DCE (2×8 mL). The combined DCE extracts were washed with brine (3 mL) and separated using Biotage Phase Separators... Starting materials: N(=O)[O-].[Na+] (sodium nitrite), C1(=CC=CC=C1)C1=NN2C(C=CC=C2)=C1 (2-phenyl-pyrazolo[1,5-a]pyridine). Run in O (water), C(C)(=O)O (acetic acid). Conditions: time 20 minute. Yields the product N(=O)C=1C(=NN2C1C=CC=C2)C2=CC=CC=C2 (3-nitroso-2-phenylpyrazolo[1,5-a]pyridine). Yield: 71.3%. As a reaction SMILES: [N:1]([O-:3])=O.[Na+].[C:5]1([C:11]2[CH:19]=[C:14]3[CH:15]=[CH:16][CH:17]=[CH:18][N:13]3[N:12]=2)[CH:10]=[CH:9][CH:8]=[CH:7][CH:6]=1>O.C(O)(=O)C>[N:1]([C:19]1[C:11]([C:5]2[CH:10]=[CH:9][CH:8]=[CH:7][CH:6]=2)=[N:12][N:13]2[CH:18]=[CH:17][CH:16]=[CH:15][C:14]=12)=[O:3] |f:0.1|. Procedure: A solution of sodium nitrite (533 mg) in water (2.5 ml) was added dropwise to a solution of 2-phenyl-pyrazolo[1,5-a]pyridine (1.0 g) in acetic acid (5 ml) at 13° to 15° C. After being stirred at the same temperature for 20 minutes, the reaction mixture was poured onto ice-water. Resultant precipitates were collected by filtration, washed with water and recrystallized from acetone to give crystals of 3-nitroso-2-phenylpyrazolo[1,5-a]pyridine (0.82 g). Run at temperature 50 celsius, time 5 hour. Reactants: C(=O)(Cl)Cl (phosgene), C1(=CC=CC=C1)C (toluene), C1SC(N2CC=3C=CC=CC3C[C@H]21)=S ((S)-1,5,10,10a-tetrahydrothiazolo[3,4-b]isoquinoline-3-thione). As a reaction SMILES: [C:1]([Cl:4])([Cl:3])=O.C1(C)C=CC=CC=1.[CH2:12]1[C@H:24]2[N:15]([CH2:16][C:17]3[CH:18]=[CH:19][CH:20]=[CH:21][C:22]=3[CH2:23]2)C(=S)[S:13]1>O1CCCC1>[Cl-:3].[Cl:4][C:1]1[S:13][CH2:12][C@@H:24]2[CH2:23][C:22]3[CH:21]=[CH:20][CH:19]=[CH:18][C:17]=3[CH2:16][N+:15]=12 |f:4.5|. Run in O1CCCC1 (tetrahydrofuran). Procedure details: A solution (20 cc) of phosgene in toluene (containing 2 mols of phosgene per liter) is added dropwise in the absence of moisture whilst stirring and at a temperature of about 20° C to a solution of (S)-1,5,10,10a-tetrahydrothiazolo[3,4-b]isoquinoline-3-thione (2.2 g) in tetrahydrofuran (25 cc). The mixture becomes cloudy after 15 minutes; it is stirred for 5 hours and heated at 50° C for 1 hour. The solvents are evaporated under reduced pressure (25 mm Hg) to give (S)-3-chloro-1,5,10,10a-tetrahy... Yields the product [Cl-].ClC=1SC[C@H]2[N+]1CC=1C=CC=CC1C2 ((S)-3-chloro-1,5,10,10a-tetrahydrothiazolo[3,4-b]isoquinolinium chloride). Reactants: ClC1=NC=2N(C(=C1C1=CC=CC=C1)Cl)N=C(C2)C (5,7-dichloro-2-methyl-6-phenylpyrazolo[1,5-a]pyrimidine), N (ammonia). The reagents and catalysts are [Zn] (zinc), [Zn] (zinc). The solvent is ClCCl (dichloromethane), [Cl-].[Na+].O (brine). Run at time 2 day. Product: ClC1=NC=2N(C=C1C1=CC=CC=C1)N=C(C2)C (5-Chloro-2-methyl-6-phenylpyrazolo[1,5-a]pyrimidine). RXN SMILES: [Cl:1][C:2]1[C:7]([C:8]2[CH:13]=[CH:12][CH:11]=[CH:10][CH:9]=2)=[C:6](Cl)[N:5]2[N:15]=[C:16]([CH3:18])[CH:17]=[C:4]2[N:3]=1.N>ClCCl.[Cl-].[Na+].O.[Zn]>[Cl:1][C:2]1[C:7]([C:8]2[CH:13]=[CH:12][CH:11]=[CH:10][CH:9]=2)=[CH:6][N:5]2[N:15]=[C:16]([CH3:18])[CH:17]=[C:4]2[N:3]=1 |f:3.4.5|. Reported procedure: 2.47 g 5,7-dichloro-2-methyl-6-phenylpyrazolo[1,5-a]pyrimidine is dissolved in 80 ml dichloromethane. 80 ml brine, 40 ml ammonia solution 25% w/w and 2.47 g zinc powder are added and the mixture is stirred at room temperature for 2 d. Four additional portions of 4.2 equivalents zinc powder are added over 4 days. The reaction mixture is filtrated over kieselgur and washed with dichloromethane and water. The organic phase is separated and the water phase extracted with dichloromethane. The combine... Starting materials: CNC(=O)Oc1ccc([N+](=O)[O-])cc1, CN(C)C=O, NCc1cccc2c1Cc1c-2[nH]c(=O)c2nccn12. The product is CNC(=O)NCc1cccc2c1Cc1c-2[nH]c(=O)c2nccn12. As a reaction SMILES: [CH3:20][NH:21][C:22]([O:23][c:25]1[cH:26][cH:27][c:28]([N+:29]([O-:30])=[O:31])[cH:32][cH:33]1)=[O:24].[CH3:34][N:35]([CH3:36])[CH:37]=[O:38].[NH2:1][CH2:2][c:3]1[c:4]2[c:16]([cH:17][cH:18][cH:19]1)-[c:7]1[c:6]([n:11]3[c:10]([c:9](=[O:15])[nH:8]1)[n:14][cH:13][cH:12]3)[CH2:5]2>>[NH:1]([CH2:2][c:3]1[c:4]2[c:16]([cH:17][cH:18][cH:19]1)-[c:7]1[c:6]([n:11]3[c:10]([c:9](=[O:15])[nH:8]1)[n:14][cH:13][cH:12]3)[CH2:5]2)[C:22]([NH:21][CH3:20])=[O:23]. Starting materials: O=C(Cl)c1ccccc1, [Cl-], N#Cc1cc(-c2ccc(Cl)cc2)c(-c2ccc(Cl)cc2Cl)nc1OCCN. The product is N#Cc1cc(-c2ccc(Cl)cc2)c(-c2ccc(Cl)cc2Cl)nc1OCCNC(=O)c1ccccc1. RXN SMILES: [C:2]([c:3]1[cH:4][cH:5][cH:6][cH:7][cH:8]1)(=[O:9])[Cl:10].[Cl-:1].[NH2:11][CH2:12][CH2:13][O:14][c:15]1[c:16]([C:17]#[N:18])[cH:19][c:20](-[c:31]2[cH:32][cH:33][c:34]([Cl:37])[cH:35][cH:36]2)[c:21](-[c:23]2[c:24]([Cl:30])[cH:25][c:26]([Cl:29])[cH:27][cH:28]2)[n:22]1>>[C:2]([c:3]1[cH:4][cH:5][cH:6][cH:7][cH:8]1)(=[O:9])[NH:11][CH2:12][CH2:13][O:14][c:15]1[c:16]([C:17]#[N:18])[cH:19][c:20](-[c:31]2[cH:32][cH:33][c:34]([Cl:37])[cH:35][cH:36]2)[c:21](-[c:23]2[c:24]([Cl:30])[cH:25][c:26]([Cl:29])[cH:27][cH:28]2)[n:22]1. Starting materials: C(Cl)Cl (CH2Cl2), C(=O)([O-])[O-].[Na+].[Na+] (Na2CO3), ClC1=C(C#N)C=CC(=C1)B1OC(C(O1)(C)C)(C)C (2-Chloro-4-(4,4,5,5-tetramethyl-[1,3,2]dioxaborolan-2-yl)-benzonitrile), BrC=1C=NC=C(C1C(C)O)Cl (1-(3-Bromo-5-chloro-pyridin-4-yl)-ethanol). The reagents and catalysts are C1=CC=C(C=C1)P([C-]2C=CC=C2)C3=CC=CC=C3.C1=CC=C(C=C1)P([C-]2C=CC=C2)C3=CC=CC=C3.Cl[Pd]Cl.[Fe+2] (PdCl2(dppf)). Run in CN(C)C=O (DMF). Reaction conditions: temperature 100 celsius. Product: ClC1=C(C#N)C=CC(=C1)C=1C=NC=C(C1C(C)O)Cl (2-Chloro-4-[5-chloro-4-(1-hydroxy-ethyl)-pyridin-3-yl]-benzonitrile). The yield is 32.8%. RXN SMILES: [Cl:1][C:2]1[CH:9]=[C:8](B2OC(C)(C)C(C)(C)O2)[CH:7]=[CH:6][C:3]=1[C:4]#[N:5].Br[C:20]1[CH:21]=[N:22][CH:23]=[C:24]([Cl:29])[C:25]=1[CH:26]([OH:28])[CH3:27].C(Cl)Cl.C([O-])([O-])=O.[Na+].[Na+]>CN(C=O)C.C1C=CC(P(C2C=CC=CC=2)[C-]2C=CC=C2)=CC=1.C1C=CC(P(C2C=CC=CC=2)[C-]2C=CC=C2)=CC=1.Cl[Pd]Cl.[Fe+2]>[Cl:1][C:2]1[CH:9]=[C:8]([C:20]2[CH:21]=[N:22][CH:23]=[C:24]([Cl:29])[C:25]=2[CH:26]([OH:28])[CH3:27])[CH:7]=[CH:6][C:3]=1[C:4]#[N:5] |f:3.4.5,7.8.9.10|. Procedure details: To the solution of 2-Chloro-4-(4,4,5,5-tetramethyl-[1,3,2]dioxaborolan-2-yl)-benzonitrile (412 mg, 1.56 mmol), 1-(3-Bromo-5-chloro-pyridin-4-yl)-ethanol (370 mg, 1.56 mmol) and PdCl2(dppf). CH2Cl2 adduct (64 mg, 0.08 mmol) in DMF (10 mL) was added 2M Na2CO3 solution (2.35 ml, 4.70 mmol) under Nitrogen atmosphere. The mixture was stirred and heated at 100° C. for 4 hrs. After letting cool to room temperature, solvent was removed in vacuo. The resulting residue was dissolved in DCM and saturated N... Starting materials: COc1cc(C=O)ccc1-n1cnc(C)c1, CCOP(=O)(OCC)C1CCC2CCC(c3ccc(F)c(F)c3F)N2C1=O, [Li+], C1CCOC1, [OH-], O. Yields the product COc1cc(C=C2CCC3CCC(c4ccc(F)c(F)c4F)N3C2=O)ccc1-n1cnc(C)c1. Reaction SMILES: [CH3:3][O:4][c:5]1[cH:6][c:7]([CH:8]=[O:9])[cH:10][cH:11][c:12]1-[n:13]1[cH:14][n:15][c:16]([CH3:18])[cH:17]1.[F:19][c:20]1[c:21]([CH:28]2[CH2:29][CH2:30][CH:31]3[CH2:32][CH2:33][CH:34]([P:38](=[O:39])([O:40][CH2:41][CH3:42])[O:43][CH2:44][CH3:45])[C:35](=[O:37])[N:36]23)[cH:22][cH:23][c:24]([F:27])[c:25]1[F:26].[Li+:1].[O:47]1[CH2:48][CH2:49][CH2:50][CH2:51]1.[OH-:2].[OH2:46]>>[CH3:3][O:4][c:5]1[cH:6][c:7]([CH:8]=[C:34]2[CH2:33][CH2:32][CH:31]3[CH2:30][CH2:29][CH:28]([c:21]4[c:20]([F:19])[c:25]([F:26])[c:24]([F:27])[cH:23][cH:22]4)[N:36]3[C:35]2=[O:37])[cH:10][cH:11][c:12]1-[n:13]1[cH:14][n:15][c:16]([CH3:18])[cH:17]1.